This data is from the Open Reaction Database (ORD), a public repository of structured organic reaction records. The task is: describe an organic reaction: reactants, conditions, products, and yield The reactants are CCOc1cc(C(C)(C)C)ncc1C1=NC(C)(c2ccc(Cl)cc2)C(C)(c2ccc(Cl)cc2)N1C(=O)Cl, CC(C)(C)OC(=O)N1CCC(N)CC1. Yields the product CCOc1cc(C(C)(C)C)ncc1C1=NC(C)(c2ccc(Cl)cc2)C(C)(c2ccc(Cl)cc2)N1C(=O)NC1CCN(C(=O)OC(C)(C)C)CC1. As a reaction SMILES: [C:1]([CH3:2])([CH3:3])([CH3:4])[c:5]1[cH:6][c:7]([O:35][CH2:36][CH3:37])[c:8]([C:11]2=[N:15][C:14]([CH3:16])([c:17]3[cH:18][cH:19][c:20]([Cl:23])[cH:21][cH:22]3)[C:13]([CH3:24])([c:25]3[cH:26][cH:27][c:28]([Cl:31])[cH:29][cH:30]3)[N:12]2[C:32](=[O:33])[Cl:34])[cH:9][n:10]1.[C:38]([CH3:39])([CH3:40])([CH3:41])[O:42][C:43](=[O:44])[N:45]1[CH2:46][CH2:47][CH:48]([NH2:51])[CH2:49][CH2:50]1>>[C:1]([CH3:2])([CH3:3])([CH3:4])[c:5]1[cH:6][c:7]([O:35][CH2:36][CH3:37])[c:8]([C:11]2=[N:15][C:14]([CH3:16])([c:17]3[cH:18][cH:19][c:20]([Cl:23])[cH:21][cH:22]3)[C:13]([CH3:24])([c:25]3[cH:26][cH:27][c:28]([Cl:31])[cH:29][cH:30]3)[N:12]2[C:32](=[O:33])[NH:51][CH:48]2[CH2:47][CH2:46][N:45]([C:43]([O:42][C:38]([CH3:39])([CH3:40])[CH3:41])=[O:44])[CH2:50][CH2:49]2)[cH:9][n:10]1. Starting materials: C1CCOC1, COC(=O)c1cccc(O)c1C(=O)OC, OCc1ccc2c(c1)OCO2, CC(C)OC(=O)N=NC(=O)OC(C)C, c1ccc(P(c2ccccc2)c2ccccc2)cc1. The product is COC(=O)c1cccc(OCc2ccc3c(c2)OCO3)c1C(=O)OC. RXN SMILES: [CH2:60]1[O:61][CH2:62][CH2:63][CH2:64]1.[CH3:1][O:2][C:3]([c:4]1[c:5]([C:6](=[O:7])[O:8][CH3:9])[c:10]([OH:14])[cH:11][cH:12][cH:13]1)=[O:15].[O:16]1[CH2:17][O:18][c:19]2[c:20]1[cH:21][cH:22][c:23]([CH2:25][OH:26])[cH:24]2.[O:46]=[C:47]([O:48][CH:49]([CH3:50])[CH3:51])[N:52]=[N:53][C:54]([O:55][CH:56]([CH3:57])[CH3:58])=[O:59].[c:27]1([P:28]([c:29]2[cH:30][cH:31][cH:32][cH:33][cH:34]2)[c:35]2[cH:36][cH:37][cH:38][cH:39][cH:40]2)[cH:41][cH:42][cH:43][cH:44][cH:45]1>>[CH3:1][O:2][C:3]([c:4]1[c:5]([C:6](=[O:7])[O:8][CH3:9])[c:10]([O:14][CH2:25][c:23]2[cH:22][cH:21][c:20]3[c:19]([cH:24]2)[O:18][CH2:17][O:16]3)[cH:11][cH:12][cH:13]1)=[O:15]. Reactants: ClC1=C(C=C(C(=N1)NC(CC(=O)OCC)C(CC)(C)C)F)C#N (ethyl 3-[(6-chloro-5-cyano-3-fluoro-2-pyridyl)amino]-4,4-dimethyl-hexanoate), ClC1=C(C=C(C(=N1)NC(CC(=O)OCC)C(CC)(C)C)F)C#N (ethyl 3-[(6-chloro-5-cyano-3-fluoro-2-pyridyl)amino]-4,4-dimethyl-hexanoate), FC=1C=C2C(=NC1)N(C=C2B2OC(C(O2)(C)C)(C)C)S(=O)(=O)C2=CC=C(C=C2)C (5-fluoro-1-(p-tolylsulfonyl)-3-(4,4,5,5-tetramethyl-1,3,2-dioxaborolan-2-yl)pyrrolo[2,3-b]pyridine), FC=1C=C2C(=NC1)N(C=C2B2OC(C(O2)(C)C)(C)C)S(=O)(=O)C2=CC=C(C=C2)C (5-fluoro-1-(p-tolylsulfonyl)-3-(4,4,5,5-tetramethyl-1,3,2-dioxaborolan-2-yl)pyrrolo[2,3-b]pyridine), [O-]P(=O)([O-])[O-].[K+].[K+].[K+] (K3PO4), CC(C)C1=CC(=C(C(=C1)C(C)C)C2=C(C=CC=C2)P(C3CCCCC3)C4CCCCC4)C(C)C (X-phos). Reagents/catalysts: C=1C=CC(=CC1)/C=C/C(=O)/C=C/C2=CC=CC=C2.C=1C=CC(=CC1)/C=C/C(=O)/C=C/C2=CC=CC=C2.C=1C=CC(=CC1)/C=C/C(=O)/C=C/C2=CC=CC=C2.[Pd].[Pd] (Pd2(dba)3). Run in 2-methyl THF, O (H2O). Run at temperature 125 celsius. Yields the product C(#N)C=1C=C(C(=NC1C1=CN(C2=NC=C(C=C21)F)S(=O)(=O)C2=CC=C(C=C2)C)NC(CC(=O)OCC)C(CC)(C)C)F (ethyl 3-[[5-cyano-3-fluoro-6-[5-fluoro-1-(p-tolylsulfonyl)pyrrolo[2,3-b]pyridin-3-yl]-2-pyridyl]amino]-4,4-dimethyl-hexanoate). As a reaction SMILES: Cl[C:2]1[N:7]=[C:6]([NH:8][CH:9]([C:16]([CH3:20])([CH3:19])[CH2:17][CH3:18])[CH2:10][C:11]([O:13][CH2:14][CH3:15])=[O:12])[C:5]([F:21])=[CH:4][C:3]=1[C:22]#[N:23].[F:24][C:25]1[CH:26]=[C:27]2[C:33](B3OC(C)(C)C(C)(C)O3)=[CH:32][N:31]([S:43]([C:46]3[CH:51]=[CH:50][C:49]([CH3:52])=[CH:48][CH:47]=3)(=[O:45])=[O:44])[C:28]2=[N:29][CH:30]=1.[O-]P([O-])([O-])=O.[K+].[K+].[K+].CC(C1C=C(C(C)C)C(C2C=CC=CC=2P(C2CCCCC2)C2CCCCC2)=C(C(C)C)C=1)C>C1C=CC(/C=C/C(/C=C/C2C=CC=CC=2)=O)=CC=1.C1C=CC(/C=C/C(/C=C/C2C=CC=CC=2)=O)=CC=1.C1C=CC(/C=C/C(/C=C/C2C=CC=CC=2)=O)=CC=1.[Pd].[Pd].O>[C:22]([C:3]1[CH:4]=[C:5]([F:21])[C:6]([NH:8][CH:9]([C:16]([CH3:20])([CH3:19])[CH2:17][CH3:18])[CH2:10][C:11]([O:13][CH2:14][CH3:15])=[O:12])=[N:7][C:2]=1[C:33]1[C:27]2[C:28](=[N:29][CH:30]=[C:25]([F:24])[CH:26]=2)[N:31]([S:43]([C:46]2[CH:51]=[CH:50][C:49]([CH3:52])=[CH:48][CH:47]=2)(=[O:44])=[O:45])[CH:32]=1)#[N:23] |f:2.3.4.5,7.8.9.10.11|. Procedure: A solution of ethyl 3-[(6-chloro-5-cyano-3-fluoro-2-pyridyl)amino]-4,4-dimethyl-hexanoate, 158a, (0.21 g, 0.600 mmol), 5-fluoro-1-(p-tolylsulfonyl)-3-(4,4,5,5-tetramethyl-1,3,2-dioxaborolan-2-yl)pyrrolo[2,3-b]pyridine, 7a, (0.30 g, 0.72 mmol) and K3PO4 (0.51 g, 2.40 mmol) in 2-methyl THF (20.5 mL) a n d H2O (2.7 mL) was degassed for 45 minutes and treated with X-phos (0.03 g, 0.07 mmol) and Pd2(dba)3 (0.01 g, 0.02 mmol). The reaction vessel was sealed and heated to 125° C. for 90 minutes. After ... Procedure: In amide coupling reaction (as shown in Scheme 10), (S)-5-(1,2-dithiolan-3-yl)pentanoic acid (11) and prop-2-yn-1-amine perform coupling reaction to form (S)-5-(1,2-dithiolan-3-yl)-N-(prop-2-ynyl)pentanamide (12). Yields the product S1S[C@H](CC1)CCCCC(=O)NCC#C ((S)-5-(1,2-dithiolan-3-yl)-N-(prop-2-ynyl)pentanamide). As a reaction SMILES: [S:1]1[CH2:5][CH2:4][C@H:3]([CH2:6][CH2:7][CH2:8][CH2:9][C:10]([OH:12])=O)[S:2]1.[CH2:13]([NH2:16])[C:14]#[CH:15]>>[S:1]1[CH2:5][CH2:4][C@H:3]([CH2:6][CH2:7][CH2:8][CH2:9][C:10]([NH:16][CH2:13][C:14]#[CH:15])=[O:12])[S:2]1. Solvent: amide. Reactants: S1S[C@H](CC1)CCCCC(=O)O ((S)-5-(1,2-dithiolan-3-yl)pentanoic acid), C(C#C)N (prop-2-yn-1-amine).